From a dataset of the Open Reaction Database (ORD), a public repository of structured organic reaction records. describe an organic reaction: reactants, conditions, products, and yield Reactants: O(C1=CC=CC=C1)C=1C(=NC=CC1)C(=O)NCCNC(OC(C)(C)C)=O (t-butyl [2-(3-phenoxypyridine-2-carboxamido)ethyl]carbamate), FC(C(=O)O)(F)F (trifluoroacetic acid), Cl (hydrochloride). The product is Cl.NCCNC(=O)C1=NC=CC=C1OC1=CC=CC=C1 (N-(2-aminoethyl)-3-phenoxypyridine-2-carboxamide hydrochloride). As a reaction SMILES: [O:1]([C:8]1[C:9]([C:14]([NH:16][CH2:17][CH2:18][NH:19]C(=O)OC(C)(C)C)=[O:15])=[N:10][CH:11]=[CH:12][CH:13]=1)[C:2]1[CH:7]=[CH:6][CH:5]=[CH:4][CH:3]=1.FC(F)(F)C(O)=O.[ClH:34]>>[ClH:34].[NH2:19][CH2:18][CH2:17][NH:16][C:14]([C:9]1[C:8]([O:1][C:2]2[CH:7]=[CH:6][CH:5]=[CH:4][CH:3]=2)=[CH:13][CH:12]=[CH:11][N:10]=1)=[O:15] |f:3.4|. Reported procedure: 8.7 g of t-butyl [2-(3-phenoxypyridine-2-carboxamido)ethyl]carbamate were reacted with trifluoroacetic acid in an analogous manner to that described in Example 3, paragraph 2. The residue was converted into the hydrochloride which was recrystallized twice from ethanol/ether, whereby there was obtained N-(2-aminoethyl)-3-phenoxypyridine-2-carboxamide hydrochloride as white crystals, m.p. 180°-186°. Reactants: C#CCO, CN(C)C=O, Fc1ccccc1-c1cc(Cl)ncn1, [H-], [Na+], O. The product is C#CCOc1cc(-c2ccccc2F)ncn1. As a reaction SMILES: [CH2:15]([C:16]#[CH:17])[OH:18].[CH3:22][N:23]([CH3:24])[CH:25]=[O:26].[Cl:1][c:2]1[n:3][cH:4][n:5][c:6](-[c:8]2[c:9]([F:14])[cH:10][cH:11][cH:12][cH:13]2)[cH:7]1.[H-:19].[Na+:20].[OH2:21]>>[c:2]1([O:18][CH2:15][C:16]#[CH:17])[n:3][cH:4][n:5][c:6](-[c:8]2[c:9]([F:14])[cH:10][cH:11][cH:12][cH:13]2)[cH:7]1. Product: CN(C(C(F)(F)F)=O)CCCC1=CC=CC=C1 (N-methyl-N-(3-phenylpropan-1-yl)trifluoroacetamide). Reported procedure: Under nitrogen, 1.5 g (37.5 mM) of a 60% suspension of sodium hydride in liquid paraffin was added to a solution of 8.0 g (34.6 mM) of N-(3-phenylpropan-1-yl)trifluoroacetamide in N,N-dimethylformamide (70 ml) at 0° C. and the mixture was stirred at the prevailing temperature for 40 minutes. To this reaction mixture was added 3.5 ml (41.3 mM) of methyl methanesulfonate and the mixture was stirred at room temperature for 1.5 hours. Then, water was added to the reaction system to stop the reaction... Conditions: time 40 minute. Reactants: O (water), CS(=O)(=O)OC (methyl methanesulfonate), suspension, [H-].[Na+] (sodium hydride), paraffin, C1(=CC=CC=C1)CCCNC(C(F)(F)F)=O (N-(3-phenylpropan-1-yl)trifluoroacetamide). Solvent: CN(C=O)C (N,N-dimethylformamide). RXN SMILES: [H-].[Na+].[C:3]1([CH2:9][CH2:10][CH2:11][NH:12][C:13](=[O:18])[C:14]([F:17])([F:16])[F:15])[CH:8]=[CH:7][CH:6]=[CH:5][CH:4]=1.[CH3:19]S(OC)(=O)=O.O>CN(C)C=O>[CH3:19][N:12]([CH2:11][CH2:10][CH2:9][C:3]1[CH:4]=[CH:5][CH:6]=[CH:7][CH:8]=1)[C:13](=[O:18])[C:14]([F:16])([F:17])[F:15] |f:0.1|. Reactants: OC=1C=C(C(=O)OC)C=CC1I (methyl 3-hydroxy-4-iodobenzoate), C[Si](C)(C)C#C (trimethylsilylacetylene), C(C)(C)NC(C)C (diisopropylamine). The reagents and catalysts are C=1C=CC(=CC1)[P](C=2C=CC=CC2)(C=3C=CC=CC3)[Pd]([P](C=4C=CC=CC4)(C=5C=CC=CC5)C=6C=CC=CC6)([P](C=7C=CC=CC7)(C=8C=CC=CC8)C=9C=CC=CC9)[P](C=1C=CC=CC1)(C=1C=CC=CC1)C=1C=CC=CC1 (tetrakis(triphenylphosphine)palladium), [Cu](I)I (copper iodide). Run in C1CCOC1 (THF). Reaction conditions: temperature 60 celsius, time 15 hour. Yields the product OC=1C=C(C(=O)OC)C=CC1C#C[Si](C)(C)C (methyl 3-hydroxy-4-[(trimethylsilyl)ethynyl]benzoate). As a reaction SMILES: [OH:1][C:2]1[CH:3]=[C:4]([CH:9]=[CH:10][C:11]=1I)[C:5]([O:7][CH3:8])=[O:6].[CH3:13][Si:14]([C:17]#[CH:18])([CH3:16])[CH3:15].C(NC(C)C)(C)C>C1COCC1.C1C=CC([P]([Pd]([P](C2C=CC=CC=2)(C2C=CC=CC=2)C2C=CC=CC=2)([P](C2C=CC=CC=2)(C2C=CC=CC=2)C2C=CC=CC=2)[P](C2C=CC=CC=2)(C2C=CC=CC=2)C2C=CC=CC=2)(C2C=CC=CC=2)C2C=CC=CC=2)=CC=1.[Cu](I)I>[OH:1][C:2]1[CH:3]=[C:4]([CH:9]=[CH:10][C:11]=1[C:18]#[C:17][Si:14]([CH3:16])([CH3:15])[CH3:13])[C:5]([O:7][CH3:8])=[O:6] |^1:34,36,55,74|. Procedure details: To a solution of methyl 3-hydroxy-4-iodobenzoate (1 eq.) in dry THF were added trimethylsilylacetylene (5 eq.), tetrakis(triphenylphosphine)palladium (0.03 eq.), copper iodide (0.02 eq.) and diisopropylamine (2.1 eq.) under argon. The reaction mixture was stirred at 60° C. for 15 h, cooled to 20° C. and the solvents removed under reduced pressure. The crude was purified by chromatography on silica gel (elution with heptane/EtOAc: 9/1) to afford methyl 3-hydroxy-4-[(trimethylsilyl)ethynyl]benzoat... The reactants are Cc1ccccc1C(=CCBr)c1ccccc1, [Li]CCCC, O, OCCO. The product is Cc1ccccc1C(=CCOCCO)c1ccccc1. RXN SMILES: [Br:10][CH2:11][CH:12]=[C:13]([c:14]1[cH:15][cH:16][cH:17][cH:18][cH:19]1)[c:20]1[c:21]([CH3:26])[cH:22][cH:23][cH:24][cH:25]1.[CH2:1]([Li:2])[CH2:3][CH2:4][CH3:5].[OH2:27].[OH:6][CH2:7][CH2:8][OH:9]>>[O:6]([CH2:7][CH2:8][OH:9])[CH2:11][CH:12]=[C:13]([c:14]1[cH:15][cH:16][cH:17][cH:18][cH:19]1)[c:20]1[c:21]([CH3:26])[cH:22][cH:23][cH:24][cH:25]1.